This data is from the Open Reaction Database (ORD), a public repository of structured organic reaction records. The task is: describe an organic reaction: reactants, conditions, products, and yield The reactants are ClC1=NC2=CC(=CC(=C2C(=C1C)Cl)F)F (2,4-dichloro-5,7-difluoro-3-methylquinoline), C([O-])([O-])=O.[K+].[K+] (potassium carbonate), N1(CCCC1)C1=NC=CC(=C1)B1OC(C(O1)(C)C)(C)C (2-(pyrrolidin-1-yl)-4-(4,4,5,5-tetramethyl-1,3,2-dioxaborolan-2-yl)pyridine), palladium tetrakistriphenylphosphine. The solvent is C1(=CC=CC=C1)C (toluene). Product: ClC1=C(C(=NC2=CC(=CC(=C12)F)F)C1=CC(=NC=C1)N1CCCC1)C (4-chloro-5,7-difluoro-3-methyl-2-(2-(pyrrolidin-1-yl)pyridin-4-yl)quinoline). Reaction SMILES: Cl[C:2]1[C:11]([CH3:12])=[C:10]([Cl:13])[C:9]2[C:4](=[CH:5][C:6]([F:15])=[CH:7][C:8]=2[F:14])[N:3]=1.[N:16]1([C:21]2[CH:26]=[C:25](B3OC(C)(C)C(C)(C)O3)[CH:24]=[CH:23][N:22]=2)[CH2:20][CH2:19][CH2:18][CH2:17]1.C(=O)([O-])[O-].[K+].[K+]>C1(C)C=CC=CC=1>[Cl:13][C:10]1[C:9]2[C:4](=[CH:5][C:6]([F:15])=[CH:7][C:8]=2[F:14])[N:3]=[C:2]([C:25]2[CH:24]=[CH:23][N:22]=[C:21]([N:16]3[CH2:17][CH2:18][CH2:19][CH2:20]3)[CH:26]=2)[C:11]=1[CH3:12] |f:2.3.4|. Procedure: The Suzuki coupled product was prepared according to Procedure F using 2,4-dichloro-5,7-difluoro-3-methylquinoline (0.5 g, 2.0 mmol), 2-(pyrrolidin-1-yl)-4-(4,4,5,5-tetramethyl-1,3,2-dioxaborolan-2-yl)pyridine (0.608 g, 2.22 mmol), palladium tetrakistriphenylphosphine (0.23 g, 0.20 mmol), potassium carbonate (0.56 g, 4.0 mmol) in toluene (4.0 mL) at 100° C. for 18 h to give 4-chloro-5,7-difluoro-3-methyl-2-(2-(pyrrolidin-1-yl)pyridin-4-yl)quinoline as a yellow solid. Mass Spectrum (ESI) m/e=360....